This data is from the Open Reaction Database (ORD), a public repository of structured organic reaction records. The task is: describe an organic reaction: reactants, conditions, products, and yield Starting materials: BrC1=CC=C(C=C1)NC(C1=C(C=CC(=C1)Cl)[N+](=O)[O-])=O (N-(4-bromophenyl)-2-nitro-5-chlorobenzamide). The reagents and catalysts are [Pt] (platinum on carbon). The solvent is CO (methanol). Conditions: time 0.5 hour. Yields the product BrC1=CC=C(C=C1)NC(C1=C(C=CC(=C1)Cl)N)=O (N-(4-bromophenyl)-2-amino-5-chlorobenzamide). The yield is 98.7%. Reaction SMILES: [Br:1][C:2]1[CH:7]=[CH:6][C:5]([NH:8][C:9](=[O:20])[C:10]2[CH:15]=[C:14]([Cl:16])[CH:13]=[CH:12][C:11]=2[N+:17]([O-])=O)=[CH:4][CH:3]=1>CO.[Pt]>[Br:1][C:2]1[CH:3]=[CH:4][C:5]([NH:8][C:9](=[O:20])[C:10]2[CH:15]=[C:14]([Cl:16])[CH:13]=[CH:12][C:11]=2[NH2:17])=[CH:6][CH:7]=1. Procedure details: To a suspension of N-(4-bromophenyl)-2-nitro-5-chlorobenzamide (0.50 g, 1.4 mmol) in methanol (20 mL) was added 5% platinum on carbon (Degussa type, 50% water, 0.20 g), and the mixture stirred under hydrogen (balloon). After 0.5 hours, the mixture was filtered and concentrated of all volatiles in vacuo to afford 0.45 g (99% yield) of N-(4-bromophenyl)-2-amino-5-chlorobenzamide as a white solid; NMR (DMSO-d6) 10.2 (s, 1), 7.5-7.7 (m, 5), 7.2 (dd, 1), 6.8 (d, 1) ppm.